This data is from the Open Reaction Database (ORD), a public repository of structured organic reaction records. The task is: describe an organic reaction: reactants, conditions, products, and yield Yield: 19.2%. Yields the product FC(C1=CC(=C(CNC(=O)C=2C=CC=C3C2NC(O3)=O)C=C1)N1CCCCC1)(F)F (N-(4-(trifluoromethyl)-2-(piperidin-1-yl)benzyl)-2,3-dihydro-2-oxobenzo[d]oxazole-4-carboxamide). Reactants: CCOC(=O)OC(=O)OCC (DEPC), FC(C1=CC(=C(C=C1)CN)N1CCCCC1)(F)F ((4-(trifluoromethyl)-2-(piperidin-1-yl)phenyl)-methanamine), O=C1OC=2C(N1)=C(C=CC2)C(=O)O (2,3-dihydro-2-oxobenzo[d]oxazole-4-carboxylic acid). Reaction SMILES: [O:1]=[C:2]1[NH:6][C:5]2=[C:7]([C:11]([OH:13])=O)[CH:8]=[CH:9][CH:10]=[C:4]2[O:3]1.CCOC(OC(OCC)=O)=O.[F:25][C:26]([F:42])([F:41])[C:27]1[CH:32]=[CH:31][C:30]([CH2:33][NH2:34])=[C:29]([N:35]2[CH2:40][CH2:39][CH2:38][CH2:37][CH2:36]2)[CH:28]=1>C1COCC1>[F:41][C:26]([F:25])([F:42])[C:27]1[CH:32]=[CH:31][C:30]([CH2:33][NH:34][C:11]([C:7]2[CH:8]=[CH:9][CH:10]=[C:4]3[O:3][C:2](=[O:1])[NH:6][C:5]=23)=[O:13])=[C:29]([N:35]2[CH2:40][CH2:39][CH2:38][CH2:37][CH2:36]2)[CH:28]=1. Solvent: C1CCOC1 (THF). Reaction conditions: temperature 80 celsius. Reported procedure: 2,3-dihydro-2-oxobenzo[d]oxazole-4-carboxylic acid 21 (560 mg, 3.1 mmol) was dissolved in 20 ml of THF and at 0° C. DEPC (0.55 ml, 1.2 equiv) and amine 2c (964 mg, 1.2 equiv.) were added to the solution. The mixture was warmed at 80° C. overnight, then evaporated and the crude was dissolved in AcOEt (30 ml) and washed with water (1×20 ml) and brine. The organic phase was dried over sodium sulfate and concentrated under vacuum. The purification of the crude residue by chromatographic column using... Reactants: C[O-].[Na+] (Sodium methoxide), C(C)(=O)O[C@H]1[C@H](OC2=C(C=CC=C2)CC2=CC=C(C=C2)OC)O[C@@H]([C@H]([C@@H]1OC(C)=O)OC(C)=O)COC(C)=O (2-(4-methoxybenzyl)phenyl 2,3,4,6-tetra-O-acetyl-β-D-glucopyranoside). The solvent is CO (methanol). Run at time 30 minute. Yields the product O([C@H]1[C@H](O)[C@@H](O)[C@H](O)[C@H](O1)CO)C1=C(C=CC=C1)CC1=CC=C(C=C1)OC (2-(4-methoxybenzyl)-phenyl β-D-glucopyranoside). Yield: 85.5%. As a reaction SMILES: C[O-].[Na+].C([O:7][C@@H:8]1[C@@H:29]([O:30]C(=O)C)[C@H:28]([O:34]C(=O)C)[C@@H:27]([CH2:38][O:39]C(=O)C)[O:26][C@H:9]1[O:10][C:11]1[CH:16]=[CH:15][CH:14]=[CH:13][C:12]=1[CH2:17][C:18]1[CH:23]=[CH:22][C:21]([O:24][CH3:25])=[CH:20][CH:19]=1)(=O)C>CO>[O:10]([C:11]1[CH:16]=[CH:15][CH:14]=[CH:13][C:12]=1[CH2:17][C:18]1[CH:19]=[CH:20][C:21]([O:24][CH3:25])=[CH:22][CH:23]=1)[C@@H:9]1[O:26][C@H:27]([CH2:38][OH:39])[C@@H:28]([OH:34])[C@H:29]([OH:30])[C@H:8]1[OH:7] |f:0.1|. Procedure details: Sodium methoxide (28% methanol solution; 0.12 mL) was added to a solution of 2-(4-methoxybenzyl)phenyl 2,3,4,6-tetra-O-acetyl-β-D-glucopyranoside (0.11 g) in methanol (4 mL), and the mixture was stirred at room temperature for 30 minutes. The solvent was removed under reduced pressure. The residue was purified by column chromatography on silica gel (eluent: dichloromethane/methanol=10/1) to give 2-(4-methoxybenzyl)-phenyl β-D-glucopyranoside (65 mg).